From a dataset of the Open Reaction Database (ORD), a public repository of structured organic reaction records. describe an organic reaction: reactants, conditions, products, and yield Reaction SMILES: [CH3:20][N:21]([CH3:22])[CH:23]=[O:24].[Cl:1][CH2:2][Si:3]([CH3:4])([CH3:5])[c:6]1[c:7]([Cl:13])[cH:8][c:9]([Cl:12])[cH:10][cH:11]1.[Na:14].[nH:15]1[cH:16][n:17][cH:18][cH:19]1>>[CH2:2]([Si:3]([CH3:4])([CH3:5])[c:6]1[c:7]([Cl:13])[cH:8][c:9]([Cl:12])[cH:10][cH:11]1)[n:15]1[cH:16][n:17][cH:18][cH:19]1. Product: C[Si](C)(Cn1ccnc1)c1ccc(Cl)cc1Cl. The reactants are CN(C)C=O, C[Si](C)(CCl)c1ccc(Cl)cc1Cl, [Na], c1c[nH]cn1. The reactants are Cn1c(Cl)nc(-c2ccncc2)c(-c2cccc(Br)c2)c1=O, CCN(C(C)C)C(C)C, CC(C)NCC1CCCN1, Cc1cccc(-c2c(-c3ccncc3)nc(Cl)n(C)c2=O)c1, ClCCl. The product is Cc1cccc(-c2c(-c3ccncc3)nc(N3CCCC3CNC(C)C)n(C)c2=O)c1. As a reaction SMILES: [Br:42][c:43]1[cH:44][c:45](-[c:46]2[c:47](=[O:48])[n:49]([CH3:50])[c:51]([Cl:52])[n:53][c:54]2-[c:55]2[cH:56][cH:57][n:58][cH:59][cH:60]2)[cH:61][cH:62][cH:63]1.[CH:11]([N:12]([CH:13]([CH3:14])[CH3:15])[CH2:16][CH3:17])([CH3:18])[CH3:19].[CH:1]([CH3:2])([CH3:3])[NH:4][CH2:5][CH:6]1[NH:7][CH2:8][CH2:9][CH2:10]1.[Cl:20][c:21]1[n:22][c:23](-[c:36]2[cH:37][cH:38][n:39][cH:40][cH:41]2)[c:24](-[c:29]2[cH:30][c:31]([CH3:35])[cH:32][cH:33][cH:34]2)[c:25](=[O:28])[n:26]1[CH3:27].[Cl:64][CH2:65][Cl:66]>>[CH:1]([CH3:2])([CH3:3])[NH:4][CH2:5][CH:6]1[N:7]([c:21]2[n:22][c:23](-[c:36]3[cH:37][cH:38][n:39][cH:40][cH:41]3)[c:24](-[c:29]3[cH:30][c:31]([CH3:35])[cH:32][cH:33][cH:34]3)[c:25](=[O:28])[n:26]2[CH3:27])[CH2:8][CH2:9][CH2:10]1.